This data is from the Open Reaction Database (ORD), a public repository of structured organic reaction records. The task is: describe an organic reaction: reactants, conditions, products, and yield Reactants: FC1=CC=C(C=C1)CCCCC=1SC=2N=C(N=C(C2N1)N1CCNCC1)N (2-(4-(4-fluorophenyl)butyl)-7-(piperazin-1-yl)thiazolo[5,4-d]pyrimidin-5-amine), ClC1=CC=C(OCC(=O)O)C=C1 (4-chlorophenoxyacetic acid). Yields the product NC=1N=C(C2=C(N1)SC(=N2)CCCCC2=CC=C(C=C2)F)N2CCN(CC2)C(COC2=CC=C(C=C2)Cl)=O (1-(4-(5-amino-2-(4-(4-fluorophenyl)butyl)thiazolo[5,4-d]pyrimidin-7-yl)piperazin-1-yl)-2-(4-chlorophenoxy)ethanone). Isolated yield 23.0%. Reaction SMILES: [F:1][C:2]1[CH:7]=[CH:6][C:5]([CH2:8][CH2:9][CH2:10][CH2:11][C:12]2[S:13][C:14]3[N:15]=[C:16]([NH2:27])[N:17]=[C:18]([N:21]4[CH2:26][CH2:25][NH:24][CH2:23][CH2:22]4)[C:19]=3[N:20]=2)=[CH:4][CH:3]=1.[Cl:28][C:29]1[CH:39]=[CH:38][C:32]([O:33][CH2:34][C:35](O)=[O:36])=[CH:31][CH:30]=1>>[NH2:27][C:16]1[N:17]=[C:18]([N:21]2[CH2:22][CH2:23][N:24]([C:35](=[O:36])[CH2:34][O:33][C:32]3[CH:38]=[CH:39][C:29]([Cl:28])=[CH:30][CH:31]=3)[CH2:25][CH2:26]2)[C:19]2[N:20]=[C:12]([CH2:11][CH2:10][CH2:9][CH2:8][C:5]3[CH:6]=[CH:7][C:2]([F:1])=[CH:3][CH:4]=3)[S:13][C:14]=2[N:15]=1. Procedure details: This compound was prepared from 2-(4-(4-fluorophenyl)butyl)-7-(piperazin-1-yl)thiazolo[5,4-d]pyrimidin-5-amine using 4-chlorophenoxyacetic acid in a yield of 23%, according to the procedure for the synthesis of example 50. Starting materials: FC(C(=O)O)(F)F.NC1=NC(=NC=C1C(=O)C1=C(C=CC(=C1)F)OC)NC1CCNCC1 ([4-amino-2-(piperidin-4-ylamino)-pyrimidin-5-yl]-(5-fluoro-2-methoxy-phenyl)-methanone trifluoroacetic acid salt), CN=C=O (methyl isocyanate). Product: CNC(=O)N1CCC(CC1)NC1=NC(=C(C=C1)C(C1=C(C=CC(=C1)F)OC)=O)N (4-[6-Amino-5-(5-fluoro-2-methoxy-benzoyl)-pyridin-2-ylamino]-piperidine-1-carboxylic acid methylamide). Reaction SMILES: F[C:2](F)(F)C(O)=O.[NH2:8][C:9]1[C:14]([C:15]([C:17]2[CH:22]=[C:21]([F:23])[CH:20]=[CH:19][C:18]=2[O:24][CH3:25])=[O:16])=[CH:13]N=[C:11]([NH:26][CH:27]2[CH2:32][CH2:31][NH:30][CH2:29][CH2:28]2)[N:10]=1.[CH3:33][N:34]=[C:35]=[O:36]>>[CH3:33][NH:34][C:35]([N:30]1[CH2:31][CH2:32][CH:27]([NH:26][C:11]2[CH:2]=[CH:13][C:14]([C:15](=[O:16])[C:17]3[CH:22]=[C:21]([F:23])[CH:20]=[CH:19][C:18]=3[O:24][CH3:25])=[C:9]([NH2:8])[N:10]=2)[CH2:28][CH2:29]1)=[O:36] |f:0.1|. Procedure details: The title compound was prepared from [4-amino-2-(piperidin-4-ylamino)-pyrimidin-5-yl]-(5-fluoro-2-methoxy-phenyl)-methanone trifluoroacetic acid salt (Example 22) and methyl isocyanate (Aldrich, 98%) using the procedure described in Example 24. HRMS, observed: 402.1940, Calcd for (M+H)+: 402.1936. Starting materials: BrC1=C(C(=CC(=C1)F)F)O (2-bromo-4,6-difluorophenol), BrC1=C(C=C(C(=C1)F)F)O[C@@H](C)CC=C ((S)-1-bromo-4,5-difluoro-2-(pent-4-en-2-yloxy)benzene). Yields the product BrC1=C(C(=CC(=C1)F)F)O[C@@H](C)CC=C ((S)-1-bromo-3,5-difluoro-2-(pent-4-en-2-yloxy)benzene). Yield: 92.0%. RXN SMILES: [Br:1][C:2]1[CH:7]=[C:6]([F:8])[CH:5]=[C:4]([F:9])[C:3]=1[OH:10].Br[C:12]1[CH:17]=[C:16](F)C(F)=[CH:14][C:13]=1O[C@H](CC=C)C>>[Br:1][C:2]1[CH:7]=[C:6]([F:8])[CH:5]=[C:4]([F:9])[C:3]=1[O:10][C@H:17]([CH2:12][CH:13]=[CH2:14])[CH3:16]. Procedure: Prepared in 92% yield from 2-bromo-4,6-difluorophenol following the procedure for (S)-1-bromo-4,5-difluoro-2-(pent-4-en-2-yloxy)benzene. 1H NMR (400 MHz, CDCl3) δ 7.19-7.06 (m, 1H), 6.85 (ddd, J=10.9, 8.2, 3.0 Hz, 1H), 5.90 (ddt, J=17.2, 10.1, 7.0 Hz, 1H), 5.19-5.07 (m, 2H), 4.46-4.30 (m, 1H), 2.65-2.48 (m, 1H), 2.48-2.39 (m, 1H), 1.31 (dd, J=6.1, 0.6 Hz, 3H). Starting materials: CC(=O)[O-], CC(=O)[O-], CN(C)C=O, [Cu+2], OB(O)c1ccccc1, c1ccncc1, O=c1ccc(-c2ccccn2)c[nH]1. Yields the product O=c1ccc(-c2ccccn2)cn1-c1ccccc1. As a reaction SMILES: [C:29]([O-:30])(=[O:31])[CH3:32].[C:34]([O-:35])(=[O:36])[CH3:37].[CH3:38][N:39]([CH3:40])[CH:41]=[O:42].[Cu+2:33].[OH:14][B:15]([OH:16])[c:17]1[cH:18][cH:19][cH:20][cH:21][cH:22]1.[cH:23]1[cH:24][cH:25][n:26][cH:27][cH:28]1.[n:1]1[c:2](-[c:7]2[cH:8][cH:9][c:10](=[O:13])[nH:11][cH:12]2)[cH:3][cH:4][cH:5][cH:6]1>>[n:1]1[c:2](-[c:7]2[cH:8][cH:9][c:10](=[O:13])[n:11](-[c:17]3[cH:18][cH:19][cH:20][cH:21][cH:22]3)[cH:12]2)[cH:3][cH:4][cH:5][cH:6]1. Reactants: C(#N)C=1C=C(C=CC1)C=1C=2N(N=C(C1CCCCNC(OC(C)(C)C)=O)C)C(=CC2)CC (tert-butyl 4-[4-(3-cyanophenyl)-7-ethyl-2-methylpyrrolo[1,2-b]pyridazin-3-yl]butylcarbamate), Cl (hydrogen chloride). Solvent: C(C)(=O)OCC (ethyl acetate). Conditions: time 1 hour. Product: Cl.NCCCCC1=C(C=2N(N=C1C)C(=CC2)CC)C=2C=C(C#N)C=CC2 (3-[3-(4-aminobutyl)-7-ethyl-2-methylpyrrolo[1,2-b]pyridazin-4-yl]benzonitrile hydrochloride). RXN SMILES: [C:1]([C:3]1[CH:4]=[C:5]([C:9]2[C:10]3[N:11]([C:28]([CH2:31][CH3:32])=[CH:29][CH:30]=3)[N:12]=[C:13]([CH3:27])[C:14]=2[CH2:15][CH2:16][CH2:17][CH2:18][NH:19]C(=O)OC(C)(C)C)[CH:6]=[CH:7][CH:8]=1)#[N:2].[ClH:33]>C(OCC)(=O)C>[ClH:33].[NH2:19][CH2:18][CH2:17][CH2:16][CH2:15][C:14]1[C:13]([CH3:27])=[N:12][N:11]2[C:28]([CH2:31][CH3:32])=[CH:29][CH:30]=[C:10]2[C:9]=1[C:5]1[CH:4]=[C:3]([CH:8]=[CH:7][CH:6]=1)[C:1]#[N:2] |f:3.4|. Reported procedure: To tert-butyl 4-[4-(3-cyanophenyl)-7-ethyl-2-methylpyrrolo[1,2-b]pyridazin-3-yl]butylcarbamate (25 mg) was added 4N hydrogen chloride in ethyl acetate (1 mL) at ambient temperature. After 1 hour, the mixture was evaporated in vacuo. The residue was triturated with isopropyl ether to give 3-[3-(4-aminobutyl)-7-ethyl-2-methylpyrrolo[1,2-b]pyridazin-4-yl]benzonitrile hydrochloride as dark green amorphous (18 mg)